From a dataset of the Open Reaction Database (ORD), a public repository of structured organic reaction records. describe an organic reaction: reactants, conditions, products, and yield The product is N1=CN=CC(=C1)NC(OCC(Cl)(Cl)Cl)=O (2,2,2-Trichloroethyl pyrimidin-5-ylcarbamate). Reactants: ice water, N1=CN=CC(=C1)N (pyrimidine-5-amine), N1=CC=CC=C1 (pyridine), ClC(=O)OCC(Cl)(Cl)Cl (2,2,2-trichloroethyl chloroformate). Run at time 30 minute. Reaction SMILES: [N:1]1[CH:6]=[C:5]([NH2:7])[CH:4]=[N:3][CH:2]=1.N1C=CC=CC=1.Cl[C:15]([O:17][CH2:18][C:19]([Cl:22])([Cl:21])[Cl:20])=[O:16]>O1CCCC1>[N:1]1[CH:6]=[C:5]([NH:7][C:15](=[O:16])[O:17][CH2:18][C:19]([Cl:22])([Cl:21])[Cl:20])[CH:4]=[N:3][CH:2]=1. Run in O1CCCC1 (tetrahydrofuran). Reported procedure: To a solution of pyrimidine-5-amine (100 mg, 1.05 mmol) and pyridine (0.255 ml, 3.15 mmol) in tetrahydrofuran (3 ml) was added 2,2,2-trichloroethyl chloroformate (0.217 ml, 1.58 mmol) with ice-cooling, the mixture was stirred for 30 minutes with ice-cooling, the reaction mixture was poured into ice-water and the mixture was extracted with ethyl acetate. The extract was washed with water and dried over anhydrous magnesium sulfate and the solvent was distilled off under reduced pressure. The resid... Yield: 35.2%.